Dataset: the Open Reaction Database (ORD), a public repository of structured organic reaction records. Task: describe an organic reaction: reactants, conditions, products, and yield Starting materials: BrC=1C=C(OCCN(C)C)C=C(C1N)Br (3,5-Dibromo-β-dimethylamino-p-phenetidine), CN(C=O)C (dimethyl formamide), BrCC(=O)OCC (ethyl bromoacetate), BrCC(=O)OCC (ethyl bromoacetate), CN(C=O)C (dimethyl formamide). Conditions: temperature 27 celsius, time 1 hour. Product: 82-(4-amino-2,6-dibromophenoxy)ethyl, [Br-].C[NH+](C(C(=O)O)CC)C (dimethyl (ethyl carboxymethyl) ammonium bromide). RXN SMILES: [Br:1]C1C=C(C=C(Br)C=1N)[O:5][CH2:6][CH2:7][N:8]([CH3:10])[CH3:9].Br[CH2:17][C:18](OCC)=O.CN(C)C=[O:26]>>[Br-:1].[CH3:10][NH+:8]([CH3:9])[CH:7]([CH2:17][CH3:18])[C:6]([OH:5])=[O:26] |f:3.4|. Procedure: 3,5-Dibromo-β-dimethylamino-p-phenetidine (16.9 grams; 0.05 mole) is dissolved in 50 milliliters of dimethyl formamide at a temperature of about 25° C. To this solution is added dropwise with stirring ethyl bromoacetate (9.2 grams; 0.055 mole). During the addition the mixture warms spontaneously to a temperature of about 49° C., and the mixture is cooled to 27° C. prior to addition of the final 2 grams of ethyl bromoacetate. A precipate forms in the reaction mixture after the addition is complet... Starting materials: NC1=CC=C(C=C1)C1=C(NC2=NC=CC=C21)C(=O)N (3-(4-aminophenyl)-1H-pyrrolo[2,3-b]pyridine-2-carboxamide), FC1=CC=C(C=C1)N=C=O (4-fluorophenyl isocyanate). Yields the product solid, FC1=CC=C(C=C1)NC(NC1=CC=C(C=C1)C1=C(NC2=NC=CC=C21)C(=O)N)=O (3-{4-[3-(4-fluorophenyl)ureido]phenyl}-1H-pyrrolo[2,3-b]pyridine-2-carboxamide). As a reaction SMILES: [NH2:1][C:2]1[CH:7]=[CH:6][C:5]([C:8]2[C:16]3[C:11](=[N:12][CH:13]=[CH:14][CH:15]=3)[NH:10][C:9]=2[C:17]([NH2:19])=[O:18])=[CH:4][CH:3]=1.[F:20][C:21]1[CH:26]=[CH:25][C:24]([N:27]=[C:28]=[O:29])=[CH:23][CH:22]=1>>[F:20][C:21]1[CH:26]=[CH:25][C:24]([NH:27][C:28](=[O:29])[NH:1][C:2]2[CH:3]=[CH:4][C:5]([C:8]3[C:16]4[C:11](=[N:12][CH:13]=[CH:14][CH:15]=4)[NH:10][C:9]=3[C:17]([NH2:19])=[O:18])=[CH:6][CH:7]=2)=[CH:23][CH:22]=1. Reported procedure: 49.7 mg of solid beige-coloured 3-{4-[3-(4-fluorophenyl)ureido]phenyl}-1H-pyrrolo[2,3-b]pyridine-2-carboxamide are prepared as described in Example 7 starting with 3-(4-aminophenyl)-1H-pyrrolo[2,3-b]pyridine-2-carboxamide and 4-fluorophenyl isocyanate. Starting materials: B, O=C([O-])[O-], COC(C)(C)C, C1CCOC1, Cc1ccc(CC(=O)Nc2ncc(C)s2)cc1, Cl, [Na+], [Na+], C1CCOC1, O. The product is Cc1ccc(CCNc2ncc(C)s2)cc1. Reaction SMILES: [BH3:23].[C:25](=[O:26])([O-:27])[O-:28].[C:36]([O:37][CH3:38])([CH3:39])([CH3:40])[CH3:41].[CH2:31]1[O:32][CH2:33][CH2:34][CH2:35]1.[CH3:1][c:2]1[cH:3][n:4][c:5]([NH:7][C:8]([CH2:9][c:10]2[cH:11][cH:12][c:13]([CH3:16])[cH:14][cH:15]2)=[O:17])[s:6]1.[ClH:24].[Na+:29].[Na+:30].[O:18]1[CH2:19][CH2:20][CH2:21][CH2:22]1.[OH2:42]>>[CH3:1][c:2]1[cH:3][n:4][c:5]([NH:7][CH2:8][CH2:9][c:10]2[cH:11][cH:12][c:13]([CH3:16])[cH:14][cH:15]2)[s:6]1. The reactants are FC(C(C(C(C(C(C(C(F)(F)F)(F)F)(F)F)(F)F)(F)F)(F)F)(F)F)(S(=O)C1=C(C=CC=C1)C1=CC=CC=C1)F (2-(perfluorooctylsulfinyl)biphenyl), FC(S(=O)(=O)OS(=O)(=O)C(F)(F)F)(F)F (trifluoromethanesulfonic anhydride), C(C)OCC (diethyl ether), FC(S(=O)(=O)OS(=O)(=O)C(F)(F)F)(F)F (trifluoromethanesulfonic anhydride). Run in ClC(C(F)(F)Cl)(F)Cl (1,1,2-trichloro -1,2,2-trifluoroethane). Reaction conditions: time 3 day. Yields the product FC(S(=O)(=O)[O-])(F)F.FC(C(C(C(C(C(C(C(F)(F)F)(F)F)(F)F)(F)F)(F)F)(F)F)(F)F)([S+]1C2=C(C3=C1C=CC=C3)C=CC=C2)F (S-(perfluorooctyl)dibenzothiophenium trifluoromethanesulfonate). Isolated yield 90.4%. RXN SMILES: [F:1][C:2]([F:39])([S:25]([C:27]1[CH:32]=[CH:31][CH:30]=[CH:29][C:28]=1[C:33]1[CH:38]=[CH:37][CH:36]=[CH:35][CH:34]=1)=O)[C:3]([F:24])([F:23])[C:4]([F:22])([F:21])[C:5]([F:20])([F:19])[C:6]([F:18])([F:17])[C:7]([F:16])([F:15])[C:8]([F:14])([F:13])[C:9]([F:12])([F:11])[F:10].[F:40][C:41]([F:54])([F:53])[S:42]([O:45]S(C(F)(F)F)(=O)=O)(=[O:44])=[O:43].C(OCC)C>ClC(Cl)(F)C(Cl)(F)F>[F:40][C:41]([F:54])([F:53])[S:42]([O-:45])(=[O:44])=[O:43].[F:1][C:2]([F:39])([S+:25]1[C:34]2[CH:35]=[CH:36][CH:37]=[CH:38][C:33]=2[C:28]2[CH:29]=[CH:30][CH:31]=[CH:32][C:27]1=2)[C:3]([F:24])([F:23])[C:4]([F:22])([F:21])[C:5]([F:20])([F:19])[C:6]([F:18])([F:17])[C:7]([F:16])([F:15])[C:8]([F:14])([F:13])[C:9]([F:12])([F:11])[F:10] |f:4.5|. Reported procedure: To a solution of 1.24 g (2 mmol) of 2-(perfluorooctylsulfinyl)biphenyl in 10 ml of 1,1,2-trichloro -1,2,2-trifluoroethane was added 0.336 ml (2 mmol) of trifluoromethanesulfonic anhydride, and the mixture was stirred at room temperature for 3 days. Then, 0.112 ml (0.67 mmol) of trifluoromethanesulfonic anhydride was added to the reaction mixture and the mixture was stirred for additional 2 days. After diethyl ether was added to the reaction mixture, a white precipitate was collected by filtratio... Reactants: BrC1=CC=CC(=N1)NC(C1=C(C=C(C=C1)C1=NOC(C1)(C(F)(F)F)C1=CC(=CC(=C1)Cl)Cl)C)=O (N-(6-bromo-2-pyridyl)-4-[5-(3,5-dichlorophenyl)-5-trifluoromethyl-4,5-dihydro-isoxazole-3-yl]-2-methyl benzoic acid amide), [H-].[Na+] (sodium hydride), CI (methyl iodide), [H][H] (hydrogen). Run in CN(C=O)C (N,N-dimethylformamide), ice water. The product is BrC1=CC=CC(=N1)N(C(C1=C(C=C(C=C1)C1=NOC(C1)(C(F)(F)F)C1=CC(=CC(=C1)Cl)Cl)C)=O)C (N-(6-bromo-2-pyridyl)-4-[5-(3,5-dichlorophenyl)-5-trifluoromethyl-4,5-dihydro-isoxazole-3-yl]-N-methyl-2-methyl benzoic acid amide). Yield: 76.4%. Reaction SMILES: [Br:1][C:2]1[N:7]=[C:6]([NH:8][C:9](=[O:34])[C:10]2[CH:15]=[CH:14][C:13]([C:16]3[CH2:20][C:19]([C:25]4[CH:30]=[C:29]([Cl:31])[CH:28]=[C:27]([Cl:32])[CH:26]=4)([C:21]([F:24])([F:23])[F:22])[O:18][N:17]=3)=[CH:12][C:11]=2[CH3:33])[CH:5]=[CH:4][CH:3]=1.[H-].[Na+].[H][H].[CH3:39]I>CN(C)C=O>[Br:1][C:2]1[N:7]=[C:6]([N:8]([CH3:39])[C:9](=[O:34])[C:10]2[CH:15]=[CH:14][C:13]([C:16]3[CH2:20][C:19]([C:25]4[CH:26]=[C:27]([Cl:32])[CH:28]=[C:29]([Cl:31])[CH:30]=4)([C:21]([F:23])([F:24])[F:22])[O:18][N:17]=3)=[CH:12][C:11]=2[CH3:33])[CH:5]=[CH:4][CH:3]=1 |f:1.2|. Procedure: In a solution of 0.23 g of N-(6-bromo-2-pyridyl)-4-[5-(3,5-dichlorophenyl)-5-trifluoromethyl-4,5-dihydro-isoxazole-3-yl]-2-methyl benzoic acid amide in 5 mL of N,N-dimethylformamide, 0.02 g of 55% oily sodium hydride was added at room temperature with stirring, and stirred at the same temperature for 10 minutes. After ceasing the generation of hydrogen gas, 0.30 g of methyl iodide was added, and continued to stir further for 45 minutes. After the completion of the reaction, the reaction mixture ... Starting materials: BrC1=C(C=CC=C1)C (2-bromotoluene), C(CCC)[Sn](CCCC)(CCCC)Cl (tri-n-butyl tin chloride), C(CCC)[Li] (butyl lithium). Solvent: O1CCCC1 (tetrahydrofuran), O1CCCC1 (tetrahydrofuran), CCCCCC (hexane). Reaction conditions: time 30 minute. The product is C(CCC)[Sn](C1=C(C=CC=C1)C)(CCCC)CCCC (2-(Tributylstannyl)toluene). The yield is 92.4%. Reaction SMILES: Br[C:2]1[CH:7]=[CH:6][CH:5]=[CH:4][C:3]=1[CH3:8].C([Li])CCC.[CH2:14]([Sn:18](Cl)([CH2:23][CH2:24][CH2:25][CH3:26])[CH2:19][CH2:20][CH2:21][CH3:22])[CH2:15][CH2:16][CH3:17]>O1CCCC1.CCCCCC>[CH2:23]([Sn:18]([CH2:14][CH2:15][CH2:16][CH3:17])([CH2:19][CH2:20][CH2:21][CH3:22])[C:2]1[CH:7]=[CH:6][CH:5]=[CH:4][C:3]=1[CH3:8])[CH2:24][CH2:25][CH3:26]. Procedure: To a stirred solution of 3.4 g of 2-bromotoluene in 100 ml of dry tetrahydrofuran at -78° C. is slowly added 8 ml of 2.5M butyl lithium in hexane. The reaction mixture is stirred for 30 minutes and 6.5 g of tri-n-butyl tin chloride in 25 ml of tetrahydrofuran added. The reaction mixture is stirred an additional 1 hour, quenched with water and extracted with ether. The ether extract is dried over Na2SO4, filtered and the filtrate evaporated in vacuo to give 7.0 g of a residue. Mass spectrum: M+H:... Reactants: CO, COC(=O)COc1ccc([N+](=O)[O-])cc1I, [Cl-], [NH4+], O. The product is COC(=O)COc1ccc(N)cc1I. As a reaction SMILES: [CH3:20][OH:21].[CH3:3][O:4][C:5]([CH2:6][O:7][c:8]1[c:9]([I:17])[cH:10][c:11]([N+:14]([O-:15])=[O:16])[cH:12][cH:13]1)=[O:18].[Cl-:1].[NH4+:2].[OH2:19]>>[CH3:3][O:4][C:5]([CH2:6][O:7][c:8]1[c:9]([I:17])[cH:10][c:11]([NH2:14])[cH:12][cH:13]1)=[O:18]. The reactants are O.[OH-].[Li+] (Lithium hydroxide hydrate), N1(CCCCC1)C=1C=C(C(=O)OC)C=CC1 (Methyl 3-(1-piperidinyl)benzoate), C(C)(=O)O (acetic acid). Run in O (water), O1CCOCC1 (dioxan). Run at temperature 40 celsius, time 1 hour. Yields the product N1(CCCCC1)C=1C=C(C(=O)O)C=CC1 (3-(1-Piperidinyl)benzoic acid). Isolated yield 88.9%. Reaction SMILES: [N:1]1([C:7]2[CH:8]=[C:9]([CH:14]=[CH:15][CH:16]=2)[C:10]([O:12]C)=[O:11])[CH2:6][CH2:5][CH2:4][CH2:3][CH2:2]1.O.[OH-].[Li+].C(O)(=O)C>O1CCOCC1.O>[N:1]1([C:7]2[CH:8]=[C:9]([CH:14]=[CH:15][CH:16]=2)[C:10]([OH:12])=[O:11])[CH2:6][CH2:5][CH2:4][CH2:3][CH2:2]1 |f:1.2.3|. Procedure details: The compound of Example 38 (540 mg, 2.466 mmol) was dissolved in dioxan (12 ml) and water (8 ml). Lithium hydroxide hydrate (300 mg, 7.143 mmol) was added and the mixture stirred at 40° C. for 1 h. The mixture was acidified with acetic acid, evaporated, azeotroped with toluene and chromatographed on silica (eluant 60/40/2, v/v/v, EtOAc/hexanes/AcOH) to provide a colourless solid (450 mg, 90%). Reactants: [BH4-], O=C([O-])[O-], CC(C)=O, CC1=COC(C)(C=O)CC1, [K+], [K+], [Na+], O. The product is CC1=COC(C)(CO)CC1. As a reaction SMILES: [BH4-:1].[C:14](=[O:15])([O-:16])[O-:17].[CH3:20][C:21](=[O:22])[CH3:23].[CH3:4][C:5]1([CH:12]=[O:13])[O:6][CH:7]=[C:8]([CH3:11])[CH2:9][CH2:10]1.[K+:18].[K+:19].[Na+:2].[OH2:3]>>[CH3:4][C:5]1([CH2:12][OH:13])[O:6][CH:7]=[C:8]([CH3:11])[CH2:9][CH2:10]1. The reactants are CCOC(=O)C (EtOAc), [Al+3].[Cl-].[Cl-].[Cl-] (AlCl3), C(C)(=O)OC1=C(C=C(C=C1)Br)F (4-bromo-2-fluorophenyl acetate), O (Water). Conditions: temperature 150 celsius. Yields the product BrC=1C=C(C(=C(C1)C(C)=O)O)F (1-(5-BROMO-3-FLUORO-2-HYDROXYPHENYL)ETHANONE). As a reaction SMILES: [Al+3].[Cl-].[Cl-].[Cl-].C([O:8][C:9]1[CH:14]=[CH:13][C:12]([Br:15])=[CH:11][C:10]=1[F:16])(=O)C.O.[CH3:18][CH2:19][O:20]C(C)=O>>[Br:15][C:12]1[CH:11]=[C:10]([F:16])[C:9]([OH:8])=[C:14]([C:19](=[O:20])[CH3:18])[CH:13]=1 |f:0.1.2.3|. Procedure details: AlCl3 (5.0 g, 38 mmol) was added in portions to 4-bromo-2-fluorophenyl acetate (5.8 g, 25 mmol). The mixture was heated at 150° C. for 3 h and then brought to ambient temperature. Water (ice-cold) was slowly added and then EtOAc. The resulting mixture was vigorously stirred and then the phases were separated and the water phase extracted with EtOAc. The combined organic phases were washed with brine, dried (Na2SO4) and evaporated to dryness to give the title compound (5.3 g). MS m/z (rel. intens...